Dataset: the Open Reaction Database (ORD), a public repository of structured organic reaction records. Task: describe an organic reaction: reactants, conditions, products, and yield Reactants: O (water), CC1=CC=C(C=C1)S(=O)(=O)NC1=NC=C(C(=O)OC)C=C1 (methyl 6-(4-methylphenylsulfonamido)nicotinate), BrCC(=O)N (2-bromoacetamide), CCN(C(C)C)C(C)C (DIEA). The solvent is CN(C)C=O (DMF). Reaction conditions: time 24 hour. Yields the product NC(CN1C=C(C=CC1NS(=O)(=O)C1=CC=C(C=C1)C)C(=O)OC)=O (methyl 1-(2-amino-2-oxoethyl)-6-(4-methylphenylsulfonamido)-1,6-dihydropyridine-3-carboxylate). RXN SMILES: [CH3:1][C:2]1[CH:7]=[CH:6][C:5]([S:8]([NH:11][C:12]2[CH:21]=[CH:20][C:15]([C:16]([O:18][CH3:19])=[O:17])=[CH:14][N:13]=2)(=[O:10])=[O:9])=[CH:4][CH:3]=1.CCN(C(C)C)C(C)C.Br[CH2:32][C:33]([NH2:35])=[O:34].O>CN(C=O)C>[NH2:35][C:33](=[O:34])[CH2:32][N:13]1[CH:12]([NH:11][S:8]([C:5]2[CH:4]=[CH:3][C:2]([CH3:1])=[CH:7][CH:6]=2)(=[O:9])=[O:10])[CH:21]=[CH:20][C:15]([C:16]([O:18][CH3:19])=[O:17])=[CH:14]1. Procedure details: Compound 1B was prepared starting from compound 1A in three steps following an analogous method to that described in U.S. Pat. No. 6,358,971, which is incorporated by reference herein in its entirety. Specifically, a mixture of methyl 6-aminonicotinate (1A, 3 g, 19.7 mmol) and tosylchloride (4.5 g, 23.6 mmol) in pyridine (40 mL) was heated at 80° C. for 16 hrs. The reaction was cooled to room temperature and pyridine was removed in vacuo. The resulting residue was diluted with water and allowed ... The reactants are ClC1=C(C=CC=C1)S(=O)(=O)[C@@H]1C[C@H](NC1)C(=O)NC1(CC1)C#N ((2S,4R)-4-(2-chlorophenylsulfonyl)-N-(1-cyanocyclopropyl)pyrrolidine-2-carboxamide), Cl.CC1CCN(CC1)C1(CC1)C(=O)O (1-(4-methylpiperidin-1-yl)cyclopropanecarboxylic acid hydrochloride). The product is ClC1=C(C=CC=C1)S(=O)(=O)[C@@H]1C[C@H](N(C1)C(=O)C1(CC1)N1CCC(CC1)C)C(=O)NC1(CC1)C#N ((2S,4R)-4-(2-chlorophenylsulfonyl)-N-(1-cyanocyclopropyl)-1-(1-(4-methylpiperidin-1-yl)cyclopropanecarbonyl)pyrrolidine-2-carboxamide). The yield is 39.0%. RXN SMILES: [Cl:1][C:2]1[CH:7]=[CH:6][CH:5]=[CH:4][C:3]=1[S:8]([C@H:11]1[CH2:15][NH:14][C@H:13]([C:16]([NH:18][C:19]2([C:22]#[N:23])[CH2:21][CH2:20]2)=[O:17])[CH2:12]1)(=[O:10])=[O:9].Cl.[CH3:25][CH:26]1[CH2:31][CH2:30][N:29]([C:32]2([C:35](O)=[O:36])[CH2:34][CH2:33]2)[CH2:28][CH2:27]1>>[Cl:1][C:2]1[CH:7]=[CH:6][CH:5]=[CH:4][C:3]=1[S:8]([C@H:11]1[CH2:15][N:14]([C:35]([C:32]2([N:29]3[CH2:30][CH2:31][CH:26]([CH3:25])[CH2:27][CH2:28]3)[CH2:33][CH2:34]2)=[O:36])[C@H:13]([C:16]([NH:18][C:19]2([C:22]#[N:23])[CH2:21][CH2:20]2)=[O:17])[CH2:12]1)(=[O:10])=[O:9] |f:1.2|. Reported procedure: The reaction of (2S,4R)-4-(2-chlorophenylsulfonyl)-N-(1-cyanocyclopropyl)pyrrolidine-2-carboxamide 7H with 1-(4-methylpiperidin-1-yl)cyclopropanecarboxylic acid hydrochloride 16I carried out according to the general procedure L yielded (2S,4R)-4-(2-chlorophenylsulfonyl)-N-(1-cyanocyclopropyl)-1-(1-(4-methylpiperidin-1-yl)cyclopropanecarbonyl)pyrrolidine-2-carboxamide as an off-white solid (39%). MS ISP (m/e): 519.2 (100) [(M+H)]+. The reactants are Clc1ncc(Br)c(Cl)n1, O=C([O-])O, CC(C)O, Cl, Nc1ccccc1S(N)(=O)=O, [Na+]. Yields the product NS(=O)(=O)c1ccccc1Nc1nc(Cl)ncc1Br. RXN SMILES: [Br:1][c:2]1[c:3]([Cl:9])[n:4][c:5]([Cl:8])[n:6][cH:7]1.[C:21](=[O:22])([O-:23])[OH:24].[CH3:26][CH:27]([OH:28])[CH3:29].[ClH:30].[NH2:10][c:11]1[c:12]([S:17](=[O:18])(=[O:19])[NH2:20])[cH:13][cH:14][cH:15][cH:16]1.[Na+:25]>>[Br:1][c:2]1[c:3]([NH:10][c:11]2[c:12]([S:17](=[O:18])(=[O:19])[NH2:20])[cH:13][cH:14][cH:15][cH:16]2)[n:4][c:5]([Cl:8])[n:6][cH:7]1. Reactants: ClC=1C=C2C=C(NC2=C(C1)N)C1=CC=CC=C1 ([5-Chloro-2-phenyl-1H-indol-7-yl]amine), CN(C(CC(C)=O)CC)C (4-dimethylaminohexanone). Product: ClC=1C=C2C=C(NC2=C(C1)NC1CCC(CC1)N(C)C)C1=CC=CC=C1 (N-(5-chloro-2-phenyl-1H-indol-7-yl)-N′,N′-dimethyl-cyclohexane-1,4-diamine). As a reaction SMILES: [Cl:1][C:2]1[CH:3]=[C:4]2[C:8](=[C:9]([NH2:11])[CH:10]=1)[NH:7][C:6]([C:12]1[CH:17]=[CH:16][CH:15]=[CH:14][CH:13]=1)=[CH:5]2.[CH3:18][N:19]([CH3:27])[CH:20]([CH2:25][CH3:26])[CH2:21][C:22](=O)[CH3:23]>>[Cl:1][C:2]1[CH:3]=[C:4]2[C:8](=[C:9]([NH:11][CH:23]3[CH2:26][CH2:25][CH:20]([N:19]([CH3:27])[CH3:18])[CH2:21][CH2:22]3)[CH:10]=1)[NH:7][C:6]([C:12]1[CH:17]=[CH:16][CH:15]=[CH:14][CH:13]=1)=[CH:5]2. Reported procedure: 7-Amino-5-chloro-2-phenyl-1H-indole prepared in Example 3 and 4-dimethylaminohexanone were reacted according to the same procedure as Step B of Example 1 to give the title compound. Starting materials: COC=1C=C(C(=O)N2C[C@@](CC2)(CCO)C2=CC(=C(C=C2)Cl)Cl)C=C(C1OC)OC ((S)-(+)-1-(3,4,5-trimethoxybenzoyl)-3-(3,4-dichlorophenyl)-3-(2-hydroxyethyl)pyrrolidine), CS(=O)(=O)Cl (methanesulfonyl chloride). Product: COC=1C=C(C(=O)N2C[C@@](CC2)(CCOS(=O)(=O)C)C2=CC(=C(C=C2)Cl)Cl)C=C(C1OC)OC ((S)-1-(3,4,5-trimethoxybenzoyl)-3-(3,4-dichlorophenyl)-3-(2-methanesulfonyloxyethyl)pyrrolidine). Reaction SMILES: [CH3:1][O:2][C:3]1[CH:4]=[C:5]([CH:24]=[C:25]([O:29][CH3:30])[C:26]=1[O:27][CH3:28])[C:6]([N:8]1[CH2:12][CH2:11][C@@:10]([C:16]2[CH:21]=[CH:20][C:19]([Cl:22])=[C:18]([Cl:23])[CH:17]=2)([CH2:13][CH2:14][OH:15])[CH2:9]1)=[O:7].[CH3:31][S:32](Cl)(=[O:34])=[O:33]>>[CH3:1][O:2][C:3]1[CH:4]=[C:5]([CH:24]=[C:25]([O:29][CH3:30])[C:26]=1[O:27][CH3:28])[C:6]([N:8]1[CH2:12][CH2:11][C@@:10]([C:16]2[CH:21]=[CH:20][C:19]([Cl:22])=[C:18]([Cl:23])[CH:17]=2)([CH2:13][CH2:14][O:15][S:32]([CH3:31])(=[O:34])=[O:33])[CH2:9]1)=[O:7]. Procedure: Prepare by the method of Example 2.5.2 using (S)-(+)-1-(3,4,5-trimethoxybenzoyl)-3-(3,4-dichlorophenyl)-3-(2-hydroxyethyl)pyrrolidine (1.351 mmol) and methanesulfonyl chloride (0.14 mL, 1.81 mmol) to give the title compound: Rf=0.27 (silica gel, ethyl acetate). Starting materials: O=C([O-])Cc1ccccc1Nc1c(Cl)cccc1Cl, Nc1c(Br)cc(C(=O)OCCCCCCl)cc1CNC1CCCCC1, [Na+]. The product is Nc1c(Br)cc(C(=O)OCCCCCOC(=O)Cc2ccccc2Nc2c(Cl)cccc2Cl)cc1CNC1CCCCC1. Reaction SMILES: [Cl:26][c:27]1[c:28]([NH:34][c:35]2[c:36]([CH2:41][C:42](=[O:43])[O-:44])[cH:37][cH:38][cH:39][cH:40]2)[c:29]([Cl:33])[cH:30][cH:31][cH:32]1.[NH2:1][c:2]1[c:3]([Br:25])[cH:4][c:5]([C:6](=[O:7])[O:8][CH2:9][CH2:10][CH2:11][CH2:12][CH2:13][Cl:14])[cH:15][c:16]1[CH2:17][NH:18][CH:19]1[CH2:20][CH2:21][CH2:22][CH2:23][CH2:24]1.[Na+:45]>>[NH2:1][c:2]1[c:3]([Br:25])[cH:4][c:5]([C:6](=[O:7])[O:8][CH2:9][CH2:10][CH2:11][CH2:12][CH2:13][O:44][C:42]([CH2:41][c:36]2[c:35]([NH:34][c:28]3[c:27]([Cl:26])[cH:32][cH:31][cH:30][c:29]3[Cl:33])[cH:40][cH:39][cH:38][cH:37]2)=[O:43])[cH:15][c:16]1[CH2:17][NH:18][CH:19]1[CH2:20][CH2:21][CH2:22][CH2:23][CH2:24]1.